This data is from the Open Reaction Database (ORD), a public repository of structured organic reaction records. The task is: describe an organic reaction: reactants, conditions, products, and yield The reactants are CCO, COc1cccc(C)c1[N+](=O)[O-], [H][H], [Pd]. The product is COc1cccc(C)c1N. Reaction SMILES: [CH3:15][CH2:16][OH:17].[CH3:1][c:2]1[c:3]([N+:10]([O-:11])=[O:12])[c:4]([O:8][CH3:9])[cH:5][cH:6][cH:7]1.[H:13][H:14].[Pd:18]>>[CH3:1][c:2]1[c:3]([NH2:10])[c:4]([O:8][CH3:9])[cH:5][cH:6][cH:7]1.